Dataset: the Open Reaction Database (ORD), a public repository of structured organic reaction records. Task: describe an organic reaction: reactants, conditions, products, and yield Product: N(=[N+]=[N-])C(O)(C[N+](C)(C)C)CC([O-])=O (azidocarnitine). Procedure details: A process for producing aminocarnitine is described, wherein methanesulfonylcarnitine is converted to a lactone which is reacted with an azide to give azidocarnitine. The catalytic hydrogenation of azidocarnitine gives aminocarnitine. Starting materials: CS(=O)(=O)C(O)(C[N+](C)(C)C)CC([O-])=O (methanesulfonylcarnitine), lactone, [N-]=[N+]=[N-] (azide). As a reaction SMILES: CS([C:5]([CH2:12][C:13](=[O:15])[O-:14])([CH2:7][N+:8]([CH3:11])([CH3:10])[CH3:9])[OH:6])(=O)=O.[N-:16]=[N+:17]=[N-:18]>>[N:16]([C:5]([CH2:12][C:13](=[O:15])[O-:14])([CH2:7][N+:8]([CH3:11])([CH3:10])[CH3:9])[OH:6])=[N+:17]=[N-:18]. The reactants are ClC=1C(=CC(=C(C1)C(=O)N1CCN(CC1)C1=NC=C(C=C1C)C)OC)I ((5-chloro-4-iodo-2-methoxyphenyl)[4-(3,5-dimethylpyridin-2-yl)piperazin-1-yl]methanone), C[C@H]1NC(OC1)=O ((R)-4-methyloxazolidin-2-one). The product is Cl.ClC1=C(C=C(C(=C1)C(=O)N1CCN(CC1)C1=NC=C(C=C1C)C)OC)N1C(OC[C@H]1C)=O ((R)-3-{2-chloro-4-[4-(3,5-dimethylpyridin-2-yl)piperazine-1-carbonyl]-5-methoxyphenyl}-4-methyloxazolidin-2-one hydrochloride). The yield is 29.4%. RXN SMILES: [Cl:1][C:2]1[C:3](I)=[CH:4][C:5]([O:24][CH3:25])=[C:6]([C:8]([N:10]2[CH2:15][CH2:14][N:13]([C:16]3[C:21]([CH3:22])=[CH:20][C:19]([CH3:23])=[CH:18][N:17]=3)[CH2:12][CH2:11]2)=[O:9])[CH:7]=1.[CH3:27][C@@H:28]1[CH2:32][O:31][C:30](=[O:33])[NH:29]1>>[ClH:1].[Cl:1][C:2]1[CH:7]=[C:6]([C:8]([N:10]2[CH2:15][CH2:14][N:13]([C:16]3[C:21]([CH3:22])=[CH:20][C:19]([CH3:23])=[CH:18][N:17]=3)[CH2:12][CH2:11]2)=[O:9])[C:5]([O:24][CH3:25])=[CH:4][C:3]=1[N:29]1[C@H:28]([CH3:27])[CH2:32][O:31][C:30]1=[O:33] |f:2.3|. Procedure: By reaction and treatment in the same manner as in Example 79 and using (5-chloro-4-iodo-2-methoxyphenyl)[4-(3,5-dimethylpyridin-2-yl)piperazin-1-yl]methanone (1.5 g) described in Preparation Example 71 and (R)-4-methyloxazolidin-2-one (400 mg) described in Preparation Example 25, the title compound (225 mg) was obtained. Reactants: CCOC(=O)N=C=S, CCO, N#CCC#N, [Na]. Yields the product CCOC(=O)NC([S-])=C(C#N)C#N, [Na]. RXN SMILES: [CH2:7]([CH3:8])[O:9][C:10](=[O:11])[N:12]=[C:13]=[S:14].[CH3:15][CH2:16][OH:17].[N:2]#[C:3][CH2:4][C:5]#[N:6].[Na:1]>>[N:2]#[C:3][C:4]([C:5]#[N:6])=[C:13]([NH:12][C:10]([O:9][CH2:7][CH3:8])=[O:11])[S-:14].[Na:1]. Procedure details: The α,β-unsaturated ketone 9 (FIG. 6) (0.344 g, 1.42 mmol) was stirred in a mixture of trifluroacetic acid (18 mL), CH2Cl2 (2 mL) and water (2 mL) for 30 minutes at 0° C. Solvents were removed in vacuo. The residue was azotroped with toluene (20 ml) and purified by flash chromatography to give compound 2 (FIG. 4) as a white solid (0.137 g, 75%). 1H NMR (D2O) δ 7.04 (dd, J=10.2, 2.4 Hz, 1H), 6.08 (dm, J=10.2 Hz, 1H), 4.45 (dm, J=8.4 Hz, 1H), 3.99-4.07 (m, 1H), 2.82 (ddd, J=16.4, 4.8, 1.2 Hz, 1H),... Reaction SMILES: [OH:1][C:2]1[CH2:7][CH2:6][CH2:5][C:4](=[O:8])[C:3]=1O.C(Cl)Cl.[OH2:13]>FC(F)(F)C(O)=O>[OH:13][C@@H:7]1[C@@H:2]([OH:1])[CH2:3][C:4](=[O:8])[CH:5]=[CH:6]1. Yields the product O[C@H]1C=CC(C[C@@H]1O)=O (4(S),5(S)-dihydroxy-2-cyclohexen-1-one). Solvent: FC(C(=O)O)(F)F (trifluroacetic acid). Isolated yield 75.0%. The reactants are OC1=C(C(CCC1)=O)O (dihydroxycyclohexenone), C(Cl)Cl (CH2Cl2), O (water). Starting materials: Cc1ccccc1, O=C=Nc1ccccc1, c1ccc(Sc2cc(-c3ccccc3)n[nH]2)cc1. Yields the product O=C(Nc1ccccc1)n1nc(-c2ccccc2)cc1Sc1ccccc1. As a reaction SMILES: [CH3:28][c:29]1[cH:30][cH:31][cH:32][cH:33][cH:34]1.[O:19]=[C:20]=[N:21][c:22]1[cH:23][cH:24][cH:25][cH:26][cH:27]1.[c:1]1(-[c:7]2[n:8][nH:9][c:10]([S:12][c:13]3[cH:14][cH:15][cH:16][cH:17][cH:18]3)[cH:11]2)[cH:2][cH:3][cH:4][cH:5][cH:6]1>>[c:1]1(-[c:7]2[n:8][n:9]([C:20](=[O:19])[NH:21][c:22]3[cH:23][cH:24][cH:25][cH:26][cH:27]3)[c:10]([S:12][c:13]3[cH:14][cH:15][cH:16][cH:17][cH:18]3)[cH:11]2)[cH:2][cH:3][cH:4][cH:5][cH:6]1.